Dataset: the Open Reaction Database (ORD), a public repository of structured organic reaction records. Task: describe an organic reaction: reactants, conditions, products, and yield Reactants: ClC=1C(=CNC1C=1C(=NC=CC1)F)C=O (4-chloro-5-(2-fluoropyridin-3-yl)-1H-pyrrole-3-carbaldehyde), [H-].[Na+] (sodium hydride), CS(=O)(=O)C=1C=C(C=CC1)S(=O)(=O)Cl (3-(Methylsulfonyl)benzenesulfonyl chloride), C1COCCOCCOCCOCCO1 (15-Crown-5). The solvent is O1CCCC1 (tetrahydrofuran), C(O)([O-])=O.[Na+] (sodium hydrogen carbonate). Run at time 5 minute. Product: ClC=1C(=CN(C1C=1C(=NC=CC1)F)S(=O)(=O)C1=CC(=CC=C1)S(=O)(=O)C)C=O (4-chloro-5-(2-fluoropyridin-3-yl)-1-{[3-(methylsulfonyl)phenyl]sulfonyl}-1H-pyrrole-3-carbaldehyde). Isolated yield 56.8%. RXN SMILES: [Cl:1][C:2]1[C:3]([CH:14]=[O:15])=[CH:4][NH:5][C:6]=1[C:7]1[C:8]([F:13])=[N:9][CH:10]=[CH:11][CH:12]=1.[H-].[Na+].C1OCCOCCOCCOCCOC1.[CH3:33][S:34]([C:37]1[CH:38]=[C:39]([S:43](Cl)(=[O:45])=[O:44])[CH:40]=[CH:41][CH:42]=1)(=[O:36])=[O:35]>O1CCCC1.C(=O)([O-])O.[Na+]>[Cl:1][C:2]1[C:3]([CH:14]=[O:15])=[CH:4][N:5]([S:43]([C:39]2[CH:40]=[CH:41][CH:42]=[C:37]([S:34]([CH3:33])(=[O:36])=[O:35])[CH:38]=2)(=[O:45])=[O:44])[C:6]=1[C:7]1[C:8]([F:13])=[N:9][CH:10]=[CH:11][CH:12]=1 |f:1.2,6.7|. Procedure details: To a solution of 4-chloro-5-(2-fluoropyridin-3-yl)-1H-pyrrole-3-carbaldehyde (250 mg) in tetrahydrofuran (25 mL) was added sodium hydride (60% in oil, 89 mg) at room temperature and the mixture was stirred for 5 min. 15-Crown-5 (490 mg) was added dropwise, and the mixture was stirred for 5 min. 3-(Methylsulfonyl)benzenesulfonyl chloride (426 mg) was added, and the mixture was further stirred for 1 hr. The reaction mixture was diluted with saturated aqueous sodium hydrogen carbonate solution, and...